Dataset: the Open Reaction Database (ORD), a public repository of structured organic reaction records. Task: describe an organic reaction: reactants, conditions, products, and yield Starting materials: BrC=1C(=NC=CC1)OC1CCOCC1 (3-bromo-2-((tetrahydro-2H-pyran-4-yl)oxy)pyridine), FC1=C(C=CC(=C1)B1OC(C(O1)(C)C)(C)C)C=1C=NC(=NC1)N (5-(2-fluoro-4-(4,4,5,5-tetramethyl-1,3,2-dioxaborolan-2-yl)phenyl)pyrimidin-2-amine). The product is FC1=C(C=CC(=C1)C=1C(=NC=CC1)OC1CCOCC1)C=1C=NC(=NC1)N (5-{2-Fluoro-4-[2-(tetrahydro-2H-pyran-4-yloxy)pyridin-3-yl]phenyl}pyrimidin-2-amine). Reaction SMILES: Br[C:2]1[C:3]([O:8][CH:9]2[CH2:14][CH2:13][O:12][CH2:11][CH2:10]2)=[N:4][CH:5]=[CH:6][CH:7]=1.[F:15][C:16]1[CH:21]=[C:20](B2OC(C)(C)C(C)(C)O2)[CH:19]=[CH:18][C:17]=1[C:31]1[CH:32]=[N:33][C:34]([NH2:37])=[N:35][CH:36]=1>>[F:15][C:16]1[CH:21]=[C:20]([C:2]2[C:3]([O:8][CH:9]3[CH2:14][CH2:13][O:12][CH2:11][CH2:10]3)=[N:4][CH:5]=[CH:6][CH:7]=2)[CH:19]=[CH:18][C:17]=1[C:31]1[CH:36]=[N:35][C:34]([NH2:37])=[N:33][CH:32]=1. Procedure details: The title compound was prepared in a manner similar to that described in Example 88 using 3-bromo-2-((tetrahydro-2H-pyran-4-yl)oxy)pyridine and 5-(2-fluoro-4-(4,4,5,5-tetramethyl-1,3,2-dioxaborolan-2-yl)phenyl)pyrimidin-2-amine. MS (ESI): mass calcd. for C20H19FN4O2, 366.15; m/z found, 367.1 [M+H]+. 1H NMR (400 MHz, DMSO-d6) δ 8.47 (d, J=1.5, 2H), 8.15 (dd, J=4.9, 1.9, 1H), 7.84 (dd, J=7.4, 1.9, 1H), 7.64-7.48 (m, 3H), 7.07 (dd, J=7.4, 4.9, 1H), 6.86 (s, 2H), 5.30 (m, 1H), 3.81-3.72 (m, 2H), 3.4... Starting materials: BrC=1C=C2C=NNC2=CC1 (5-bromo-1H-indazole), COC(CBr)OC (2-bromoacetaldehyde dimethyl acetal), C(=O)([O-])[O-].[Cs+].[Cs+] (Cs2CO3). Run in CS(=O)C (DMSO), O (H2O), CCOC(=O)C (EtOAc). Run at temperature 40 celsius, time 18 hour. The product is BrC=1C=C2C=NN(C2=CC1)CC(OC)OC (5-Bromo-1-(2,2-dimethoxyethyl)-1H-indazole). Yield: 58.4%. RXN SMILES: [Br:1][C:2]1[CH:3]=[C:4]2[C:8](=[CH:9][CH:10]=1)[NH:7][N:6]=[CH:5]2.[CH3:11][O:12][CH:13]([O:16][CH3:17])[CH2:14]Br.C([O-])([O-])=O.[Cs+].[Cs+]>CS(C)=O.O.CCOC(C)=O>[Br:1][C:2]1[CH:3]=[C:4]2[C:8](=[CH:9][CH:10]=1)[N:7]([CH2:14][CH:13]([O:16][CH3:17])[O:12][CH3:11])[N:6]=[CH:5]2 |f:2.3.4|. Reported procedure: To a solution of 5-bromo-1H-indazole (10.0 g, 51.2 mmol) in DMSO (120 mL) was added 2-bromoacetaldehyde dimethyl acetal (12.1 mL, 103 mmol) and Cs2CO3 (66.8 g, 205 mmol). The reaction mixture was stirred at 40° C. for 18 h; then the reaction mixture was diluted with H2O (100 mL) and EtOAc (175 mL). The aqueous layer was extracted with EtOAc (4×175 mL). The combined organics were washed with brine (2×100 mL), dried (Na2SO4), filtered, and concentrated. Purification by flash chromatography (ISCO 3... The reactants are CC(=O)Nc1ccc(OCc2ccccc2)cc1[N+](=O)[O-], CO, CC(=O)O, [Fe]. Product: CC(=O)Nc1ccc(OCc2ccccc2)cc1N, [Fe]. As a reaction SMILES: [C:1]([CH3:2])(=[O:3])[NH:4][c:5]1[c:6]([N+:19]([O-:20])=[O:21])[cH:7][c:8]([O:11][CH2:12][c:13]2[cH:14][cH:15][cH:16][cH:17][cH:18]2)[cH:9][cH:10]1.[CH3:22][OH:23].[CH3:25][C:26](=[O:27])[OH:28].[Fe:24]>>[C:1]([CH3:2])(=[O:3])[NH:4][c:5]1[c:6]([NH2:19])[cH:7][c:8]([O:11][CH2:12][c:13]2[cH:14][cH:15][cH:16][cH:17][cH:18]2)[cH:9][cH:10]1.[Fe:24]. Reactants: ClC1=C2C(=NC=C1)NC=C2 (4-chloro-1H-pyrrolo[2,3-b]pyridine), C(C1=CC=CC=C1)N1CCNCC1 (N-benzyl piperazine). Run in [OH-].[Na+] (NaOH). The product is C(C1=CC=CC=C1)N1CCN(CC1)C1=C2C(=NC=C1)NC=C2 (4-(4-benzyl-piperazin-1-yl)-1H-pyrrolo[2,3-b]pyridine). Isolated yield 81.3%. RXN SMILES: Cl[C:2]1[CH:7]=[CH:6][N:5]=[C:4]2[NH:8][CH:9]=[CH:10][C:3]=12.[CH2:11]([N:18]1[CH2:23][CH2:22][NH:21][CH2:20][CH2:19]1)[C:12]1[CH:17]=[CH:16][CH:15]=[CH:14][CH:13]=1>[OH-].[Na+]>[CH2:11]([N:18]1[CH2:23][CH2:22][N:21]([C:2]2[CH:7]=[CH:6][N:5]=[C:4]3[NH:8][CH:9]=[CH:10][C:3]=23)[CH2:20][CH2:19]1)[C:12]1[CH:13]=[CH:14][CH:15]=[CH:16][CH:17]=1 |f:2.3|. Reported procedure: A mixture of 4-chloro-1H-pyrrolo[2,3-b]pyridine (2.50 g, 16.4 mmol) and N-benzyl piperazine (3.18 g, 18.0 mmol) were melted at 175° C. for 3 hours in a sealed tube, resulting in the formation of a crystalline solid mass. A solution of 0.1 M aqueous NaOH (10 mL) was added and the solid was broken up to give a suspension. Filtration gave 4-(4-benzyl-piperazin-1-yl)-1H-pyrrolo[2,3-b]pyridine as a white solid (3.90 g). LCMS (APCI+) m/z 293 [M+H]+. Reactants: CO, N, CN(C)C=O, CSc1nn2c(Cl)cc(Cl)nc2c1S(=O)(=O)c1ccccc1. Product: CSc1nn2c(N)cc(Cl)nc2c1S(=O)(=O)c1ccccc1. As a reaction SMILES: [CH3:24][OH:25].[NH3:1].[O:26]=[CH:27][N:28]([CH3:29])[CH3:30].[c:2]1([S:8](=[O:9])(=[O:10])[c:11]2[c:12]([S:22][CH3:23])[n:13][n:14]3[c:15]2[n:16][c:17]([Cl:21])[cH:18][c:19]3[Cl:20])[cH:3][cH:4][cH:5][cH:6][cH:7]1>>[NH2:1][c:19]1[n:14]2[n:13][c:12]([S:22][CH3:23])[c:11]([S:8]([c:2]3[cH:3][cH:4][cH:5][cH:6][cH:7]3)(=[O:9])=[O:10])[c:15]2[n:16][c:17]([Cl:21])[cH:18]1. RXN SMILES: [C:1]([O:2][C:3](=[O:4])[NH:7][CH:8]([CH2:9][C:10](=[O:11])[N:12]1[CH2:13][c:14]2[n:15]([c:18]([C:33]([F:34])([F:35])[F:36])[n:19][c:20]2[C:21](=[O:22])[N:23]2[CH2:24][CH2:25][N:26]([S:29](=[O:30])(=[O:31])[CH3:32])[CH2:27][CH2:28]2)[CH2:16][CH2:17]1)[CH2:37][c:38]1[c:39]([F:46])[cH:40][c:41]([F:45])[c:42]([F:44])[cH:43]1)([CH3:5])([CH3:6])[CH3:47].[CH3:49][CH2:50][O:51][C:52](=[O:53])[CH3:54].[ClH:48]>>[ClH:48].[NH2:7][CH:8]([CH2:9][C:10](=[O:11])[N:12]1[CH2:13][c:14]2[n:15]([c:18]([C:33]([F:34])([F:35])[F:36])[n:19][c:20]2[C:21](=[O:22])[N:23]2[CH2:24][CH2:25][N:26]([S:29](=[O:30])(=[O:31])[CH3:32])[CH2:27][CH2:28]2)[CH2:16][CH2:17]1)[CH2:37][c:38]1[c:39]([F:46])[cH:40][c:41]([F:45])[c:42]([F:44])[cH:43]1. The reactants are CC(C)(C)OC(=O)NC(CC(=O)N1CCn2c(C(F)(F)F)nc(C(=O)N3CCN(S(C)(=O)=O)CC3)c2C1)Cc1cc(F)c(F)cc1F, CCOC(C)=O, Cl. Product: Cl, CS(=O)(=O)N1CCN(C(=O)c2nc(C(F)(F)F)n3c2CN(C(=O)CC(N)Cc2cc(F)c(F)cc2F)CC3)CC1.